Dataset: the Open Reaction Database (ORD), a public repository of structured organic reaction records. Task: describe an organic reaction: reactants, conditions, products, and yield Starting materials: NC1=C(C=C(C=C1)O)C (4-amino-3-methylphenol), CC(C)([O-])C.[K+] (potassium tert-butoxide), solid, ClC1=CC(=NC=C1)C(=O)NC (4-chloro-N-methyl-2-pyridinecarboxamide). RXN SMILES: [NH2:1][C:2]1[CH:7]=[CH:6][C:5]([OH:8])=[CH:4][C:3]=1[CH3:9].CC(C)([O-])C.[K+].[Cl:16][C:17]1[CH:22]=[CH:21][N:20]=[C:19]([C:23]([NH:25][CH3:26])=[O:24])[CH:18]=1>CC(N(C)C)=O.O>[ClH:16].[CH3:26][NH:25][C:23]([C:19]1[CH:18]=[C:17]([O:8][C:5]2[CH:6]=[CH:7][C:2]([NH2:1])=[C:3]([CH3:9])[CH:4]=2)[CH:22]=[CH:21][N:20]=1)=[O:24] |f:1.2,6.7|. Solvent: CC(=O)N(C)C (dimethylacetamide), O (water). Reported procedure: A solution of 4-amino-3-methylphenol (5.45 g, 44.25 mmol) in dry dimethylacetamide (75 mL) was treated with potassium tert-butoxide (10.86 g, 96.77 mmol) and the black mixture was stirred at room temp. until the flask had reached room temp. The contents were then treated with 4-chloro-N-methyl-2-pyridinecarboxamide (Method A2, Step 3b; 7.52 g, 44.2 mmol) and heated at 110° C. for 8 h. The mixture was cooled to room temp. and diluted with water (75 mL). The organic layer was extracted with EtOAc ... Product: Cl.CNC(=O)C1=NC=CC(=C1)OC1=CC(=C(N)C=C1)C (4-(2-(N-Methylcarbamoyl)-4-pyridyloxy)-2-methylaniline HCl Salt). Run at temperature 110 celsius. The reactants are CCn1cc(C(=O)O)c(=O)c2cc(F)c(N3CCNCC3)nc21, O=CO. The product is CCn1cc(C(=O)O)c(=O)c2cc(F)c(N3CCN(C)CC3)nc21. RXN SMILES: [CH2:1]([CH3:2])[n:3]1[cH:4][c:5]([C:21](=[O:22])[OH:23])[c:6](=[O:20])[c:7]2[cH:8][c:9]([F:19])[c:10]([N:13]3[CH2:14][CH2:15][NH:16][CH2:17][CH2:18]3)[n:11][c:12]12.[CH:24]([OH:25])=[O:26]>>[CH2:1]([CH3:2])[n:3]1[cH:4][c:5]([C:21](=[O:22])[OH:23])[c:6](=[O:20])[c:7]2[cH:8][c:9]([F:19])[c:10]([N:13]3[CH2:14][CH2:15][N:16]([CH3:24])[CH2:17][CH2:18]3)[n:11][c:12]12.